This data is from the Open Reaction Database (ORD), a public repository of structured organic reaction records. The task is: describe an organic reaction: reactants, conditions, products, and yield The reactants are C1(=C(C=CC=C1)C1=CC(=NC(=C1)C1=NC=CC=C1)C1=NC(=CC=C1)Br)C1=CC=CC=C1 (4′-(biphenyl-2-yl)-6-bromo[2,2′;6′,2″]terpyridine), C1=NC=CC=2NC=3C=CC=CC3C21 (5H-pyrido[4,3-b]indole), C([O-])([O-])=O.[K+].[K+] (potassium carbonate), 1,3-(biphenyl-2-yl)-1-(pyridin-2-yl)propenone, C1(=C(C=CC=C1)C1=CC(=NC(=C1)C1=NC=CC=C1)C1=NC(=CC=C1)Br)C1=CC=CC=C1 (4′-(biphenyl-2-yl)-6-bromo[2,2′;6′,2″]terpyridine), C(C)(=O)C1=NC=CC=C1 (2-acetylpyridine), [I-].BrC1=CC=CC(=N1)C(C[N+]1=CC=CC=C1)=O ([2-(6-bromopyridin-2-yl)oxoethyl]pyridinium iodide). Reagents/catalysts: [Cu] (copper). Solvent: ClC1=C(C=CC=C1)Cl (o-dichlorobenzene), CS(=O)C (dimethyl sulfoxide), C(Cl)(Cl)Cl (chloroform), C(Cl)(Cl)Cl (chloroform). Conditions: temperature 140 celsius, time 5 hour. The product is C1(=C(C=CC=C1)C1=CC(=NC(=C1)C1=NC=CC=C1)C1=NC(=CC=C1)N1C2=C(C=3C=CC=CC13)C=NC=C2)C2=CC=CC=C2 (4′-(biphenyl-2-yl)-6-(5H-pyrido[4,3-b]indol-5-yl)-[2,2′;6′,2″]terpyridine). Yield: 46.0%. Reaction SMILES: C(C1C=CC=CN=1)(=O)C.[I-].BrC1N=C(C(=O)C[N+]2C=CC=CC=2)C=CC=1.[C:27]1([C:52]2[CH:57]=[CH:56][CH:55]=[CH:54][CH:53]=2)[CH:32]=[CH:31][CH:30]=[CH:29][C:28]=1[C:33]1[CH:38]=[C:37]([C:39]2[CH:44]=[CH:43][CH:42]=[CH:41][N:40]=2)[N:36]=[C:35]([C:45]2[CH:50]=[CH:49][CH:48]=[C:47](Br)[N:46]=2)[CH:34]=1.[CH:58]1[C:70]2[C:69]3[CH:68]=[CH:67][CH:66]=[CH:65][C:64]=3[NH:63][C:62]=2[CH:61]=[CH:60][N:59]=1.C(=O)([O-])[O-].[K+].[K+]>C(Cl)(Cl)Cl.[Cu].ClC1C=CC=CC=1Cl.CS(C)=O>[C:27]1([C:52]2[CH:57]=[CH:56][CH:55]=[CH:54][CH:53]=2)[CH:32]=[CH:31][CH:30]=[CH:29][C:28]=1[C:33]1[CH:38]=[C:37]([C:39]2[CH:44]=[CH:43][CH:42]=[CH:41][N:40]=2)[N:36]=[C:35]([C:45]2[CH:50]=[CH:49][CH:48]=[C:47]([N:63]3[C:64]4[CH:65]=[CH:66][CH:67]=[CH:68][C:69]=4[C:70]4[CH:58]=[N:59][CH:60]=[CH:61][C:62]3=4)[N:46]=2)[CH:34]=1 |f:1.2,5.6.7|. Procedure: As in Example 1,3-(biphenyl-2-yl)-1-(pyridin-2-yl)propenone was synthesized from 2-biphenylcarboxyaldehyde and 2-acetylpyridine, and further subjected to a reaction with [2-(6-bromopyridin-2-yl)oxoethyl]pyridinium iodide to synthesize 4′-(biphenyl-2-yl)-6-bromo[2,2′;6′,2″]terpyridine. To 4.6 g of the resulting 4′-(biphenyl-2-yl)-6-bromo[2,2′;6′,2″]terpyridine were added 1.7 g of 5H-pyrido[4,3-b]indole, 0.3 g of a copper powder, 4.2 g of potassium carbonate, 0.3 mL of dimethyl sulfoxide, and 20 m... The solvent is C(Cl)Cl (DCM). Procedure details: A solution of 7-(benzylthio)-4-(4-(difluoromethyl)-5-fluoro-2-methoxyphenyl)-2-methylquinazoline (0.995 g, 2.259 mmol) in 22 mL DCM and 0.44 mL (3:2 HOAc/water) solution was cooled to 0° C. and was treated with 1,3-dichloro-5,5-dimethylimidazolidine-2,4-dione (0.890 g, 4.52 mmol). After stirring for 15 minutes, LC/MS showed mostly product, so the reaction mixture was diluted with water. The layers were separated, and the organics were dried over MgSO4 and concentrated. Purification of the crude ... Reactants: C(C1=CC=CC=C1)SC1=CC=C2C(=NC(=NC2=C1)C)C1=C(C=C(C(=C1)F)C(F)F)OC (7-(benzylthio)-4-(4-(difluoromethyl)-5-fluoro-2-methoxyphenyl)-2-methylquinazoline), CC(=O)O.O (HOAc water), O (water), ClN1C(N(C(C1(C)C)=O)Cl)=O (1,3-dichloro-5,5-dimethylimidazolidine-2,4-dione). Isolated yield 58.4%. Reaction conditions: time 15 minute. As a reaction SMILES: C([S:8][C:9]1[CH:18]=[C:17]2[C:12]([C:13]([C:20]3[CH:25]=[C:24]([F:26])[C:23]([CH:27]([F:29])[F:28])=[CH:22][C:21]=3[O:30][CH3:31])=[N:14][C:15]([CH3:19])=[N:16]2)=[CH:11][CH:10]=1)C1C=CC=CC=1.CC(O)=O.[OH2:36].[Cl:37]N1C(C)(C)C(=O)N(Cl)C1=O.[OH2:48]>C(Cl)Cl>[F:28][CH:27]([F:29])[C:23]1[C:24]([F:26])=[CH:25][C:20]([C:13]2[C:12]3[C:17](=[CH:18][C:9]([S:8]([Cl:37])(=[O:48])=[O:36])=[CH:10][CH:11]=3)[N:16]=[C:15]([CH3:19])[N:14]=2)=[C:21]([O:30][CH3:31])[CH:22]=1 |f:1.2|. Product: FC(C1=CC(=C(C=C1F)C1=NC(=NC2=CC(=CC=C12)S(=O)(=O)Cl)C)OC)F (4-(4-(difluoromethyl)-5-fluoro-2-methoxyphenyl)-2-methylquinazoline-7-sulfonyl chloride). Reactants: COC(=O)c1cc(C#N)ccc1O, CCOC(C)=O, O, O=[N+]([O-])O. Product: COC(=O)c1cc(C#N)cc([N+](=O)[O-])c1O. As a reaction SMILES: [C:5](#[N:6])[c:7]1[cH:8][cH:9][c:10]([OH:17])[c:11]([C:12](=[O:13])[O:14][CH3:15])[cH:16]1.[CH3:19][CH2:20][O:21][C:22](=[O:23])[CH3:24].[OH2:18].[OH:1][N+:2]([O-:3])=[O:4]>>[O-:1][N+:2](=[O:4])[c:9]1[cH:8][c:7]([C:5]#[N:6])[cH:16][c:11]([C:12](=[O:13])[O:14][CH3:15])[c:10]1[OH:17].